This data is from the Open Reaction Database (ORD), a public repository of structured organic reaction records. The task is: describe an organic reaction: reactants, conditions, products, and yield Starting materials: NC=1C=CC(=C(C1)C(=O)C1=C(C=C(C=C1)NC1=C(C=C(C=C1)F)F)Cl)C ((5-Amino-2-methyl-phenyl)-[2-chloro-4-(2,4-difluoro-phenylamino)-phenyl]-methanone), BrC=1C=CC(=C(C1)C(=O)C1=C(C=C(C=C1)[N+](=O)[O-])Cl)OC ((5-Bromo-2-methoxy-phenyl)-(2-chloro-4-nitro-phenyl)-methanone). Yields the product NC1=CC(=C(C=C1)C(=O)C1=C(C=CC(=C1)Br)OC)Cl ((4-Amino-2-chloro-phenyl)-(5-bromo-2-methoxy-phenyl)-methanone). RXN SMILES: NC1C=CC(C)=C(C(C2C=CC(NC3C=CC(F)=CC=3F)=CC=2Cl)=O)C=1.[Br:27][C:28]1[CH:29]=[CH:30][C:31]([O:46][CH3:47])=[C:32]([C:34]([C:36]2[CH:41]=[CH:40][C:39]([N+:42]([O-])=O)=[CH:38][C:37]=2[Cl:45])=[O:35])[CH:33]=1>>[NH2:42][C:39]1[CH:40]=[CH:41][C:36]([C:34]([C:32]2[CH:33]=[C:28]([Br:27])[CH:29]=[CH:30][C:31]=2[O:46][CH3:47])=[O:35])=[C:37]([Cl:45])[CH:38]=1. Procedure details: The reaction was carried out similarly as described in the preparation of compound 404, using compound 423 (16.1 mmol). The crude product was purified by continuous gradient flash chromatography using EtOAc/petroleum ether (40-60) 20:80 to 45:55 as the eluent to afford the title compound as yellow solid. The reactants are [H-].[Na+] (Sodium hydride), OCCN1N=C(C=C1CC(C)(C)O)C(=O)OCC (ethyl 1-(2-hydroxyethyl)-5-(2-hydroxy-2-methylpropyl)-1H-pyrazole-3-carboxylate), IC (iodomethane). Solvent: C1CCOC1 (THF). Conditions: time 6 hour. Product: OC(CC1=CC(=NN1CCOC)C(=O)OCC)(C)C (ethyl 5-(2-hydroxy-2-methylpropyl)-1-(2-methoxyethyl)-1H-pyrazole-3-carboxylate). RXN SMILES: [OH:1][CH2:2][CH2:3][N:4]1[C:8]([CH2:9][C:10]([OH:13])([CH3:12])[CH3:11])=[CH:7][C:6]([C:14]([O:16][CH2:17][CH3:18])=[O:15])=[N:5]1.[H-].[Na+].I[CH3:22]>C1COCC1>[OH:13][C:10]([CH3:12])([CH3:11])[CH2:9][C:8]1[N:4]([CH2:3][CH2:2][O:1][CH3:22])[N:5]=[C:6]([C:14]([O:16][CH2:17][CH3:18])=[O:15])[CH:7]=1 |f:1.2|. Reported procedure: A solution of ethyl 1-(2-hydroxyethyl)-5-(2-hydroxy-2-methylpropyl)-1H-pyrazole-3-carboxylate (24.6 g, 95.9 mmol) in THF (191 mL) was cooled to 0° C. Sodium hydride (4.6 g of a 60% dispersion in mineral oil, 110 mmol) was added, and iodomethane (6.6 mL, 105 mmol) was added dropwise over a period of ten minutes. The reaction was allowed to warm to ambient temperature and stirred for six hours. The work-up procedure described in Part B of Example 1255 was followed to provide ethyl 5-(2-hydroxy-2-m... Reactants: N#Cc1ccc(OCc2ccccc2)cc1O, [H-], CI, [Na+], CN(C)C=O. The product is COc1cc(OCc2ccccc2)ccc1C#N. Reaction SMILES: [CH2:1]([c:2]1[cH:3][cH:4][cH:5][cH:6][cH:7]1)[O:8][c:9]1[cH:10][c:11]([OH:17])[c:12]([C:13]#[N:14])[cH:15][cH:16]1.[H-:20].[I:18][CH3:19].[Na+:21].[O:22]=[CH:23][N:24]([CH3:25])[CH3:26]>>[CH2:1]([c:2]1[cH:3][cH:4][cH:5][cH:6][cH:7]1)[O:8][c:9]1[cH:10][c:11]([O:17][CH3:19])[c:12]([C:13]#[N:14])[cH:15][cH:16]1.